This data is from the Open Reaction Database (ORD), a public repository of structured organic reaction records. The task is: describe an organic reaction: reactants, conditions, products, and yield Reactants: C1CCOC1, CC#CCOc1ccc(S(=O)(=O)N(C)C(C(=O)OC)c2ccc(O[Si](C)(C)C(C)(C)C)cc2)cc1, CCCC[N+](CCCC)(CCCC)CCCC, Cl, [F-]. Product: CC#CCOc1ccc(S(=O)(=O)N(C)C(C(=O)OC)c2ccc(O)cc2)cc1. Reaction SMILES: [CH2:55]1[O:56][CH2:57][CH2:58][CH2:59]1.[CH3:1][O:2][C:3]([CH:4]([N:5]([CH3:6])[S:7](=[O:8])(=[O:9])[c:10]1[cH:11][cH:12][c:13]([O:16][CH2:17][C:18]#[C:19][CH3:20])[cH:14][cH:15]1)[c:21]1[cH:22][cH:23][c:24]([O:27][Si:28]([C:29]([CH3:30])([CH3:31])[CH3:32])([CH3:33])[CH3:34])[cH:25][cH:26]1)=[O:35].[CH3:37][CH2:38][CH2:39][CH2:40][N+:41]([CH2:42][CH2:43][CH2:44][CH3:45])([CH2:46][CH2:47][CH2:48][CH3:49])[CH2:50][CH2:51][CH2:52][CH3:53].[ClH:54].[F-:36]>>[CH3:1][O:2][C:3]([CH:4]([N:5]([CH3:6])[S:7](=[O:8])(=[O:9])[c:10]1[cH:11][cH:12][c:13]([O:16][CH2:17][C:18]#[C:19][CH3:20])[cH:14][cH:15]1)[c:21]1[cH:22][cH:23][c:24]([OH:27])[cH:25][cH:26]1)=[O:35]. Reactants: Cl (HCl), crude material, ClC1=C(C=NC=C1)C1=C2N=CN(C2=NC(=N1)C)C1OCCCC1 (6-(4-chloropyridin-3-yl)-2-methyl-9-(tetrahydro-2H-pyran-2-yl)-9H-purine), NC=1C=CC(=NC1)OC (5-amino-2-methoxypyridine). Run in C(C)O (ethanol), C(=O)(O)[O-].[Na+] (NaHCO3). Conditions: temperature 160 celsius. The product is COC1=CC=C(C=N1)NC1=C(C=NC=C1)C1=C2N=CNC2=NC(=N1)C (6-methoxy-N-(3-(2-methyl-9H-purin-6-yl)pyridin-4-yl)pyridin-3-amine). Yield: 57.8%. RXN SMILES: Cl[C:2]1[CH:7]=[CH:6][N:5]=[CH:4][C:3]=1[C:8]1[N:16]=[C:15]([CH3:17])[N:14]=[C:13]2[C:9]=1[N:10]=[CH:11][N:12]2C1CCCCO1.[NH2:24][C:25]1[CH:26]=[CH:27][C:28]([O:31][CH3:32])=[N:29][CH:30]=1.Cl>C(O)C.C([O-])(O)=O.[Na+]>[CH3:32][O:31][C:28]1[N:29]=[CH:30][C:25]([NH:24][C:2]2[CH:7]=[CH:6][N:5]=[CH:4][C:3]=2[C:8]2[N:16]=[C:15]([CH3:17])[N:14]=[C:13]3[C:9]=2[N:10]=[CH:11][NH:12]3)=[CH:26][CH:27]=1 |f:4.5|. Reported procedure: A glass microwave reaction vessel was charged with 6-(4-chloropyridin-3-yl)-2-methyl-9-(tetrahydro-2H-pyran-2-yl)-9H-purine (36 mg, 0.109 mmol) and 5-amino-2-methoxypyridine (27.1 mg, 0.218 mmol, Aldrich) in ethanol (1 mL) and a drop of 5N HCl. The reaction mixture was stirred and heated in a Emrys Optmizer microwave reactor (Personal Chemistry, Biotage AB, Inc., Upssala, Sweden) at 160° C. for 30 min. The reaction mixture was diluted with NaHCO3 (5 mL) and extracted with EtOAc (2×30 mL). The or... Starting materials: CC(=O)NC(C(=O)O)C(C)NCc1ccccc1, Cl. Product: CC(NCc1ccccc1)C(N)C(=O)O. Reaction SMILES: [C:1](=[O:2])([CH3:3])[NH:4][CH:5]([C:6](=[O:7])[OH:8])[CH:9]([CH3:10])[NH:11][CH2:12][c:13]1[cH:14][cH:15][cH:16][cH:17][cH:18]1.[ClH:19]>>[NH2:4][CH:5]([C:6](=[O:7])[OH:8])[CH:9]([CH3:10])[NH:11][CH2:12][c:13]1[cH:14][cH:15][cH:16][cH:17][cH:18]1. Reactants: ClB(Cl)Cl, ClCCl, COc1ccc(-c2sc3cc(OC)ccc3c2C(=O)c2ccc(OCCN3CCCCC3)cc2)cc1, [Cl-]. Product: COc1ccc(-c2sc3cc(OC)ccc3c2C(=O)c2ccc(OCCN3CCCCC3)cc2)cc1, Cl. Reaction SMILES: [B:2]([Cl:3])([Cl:4])[Cl:5].[CH2:42]([Cl:43])[Cl:44].[CH3:6][O:7][c:8]1[cH:9][cH:10][c:11]2[c:12]([s:13][c:14](-[c:33]3[cH:34][cH:35][c:36]([O:39][CH3:40])[cH:37][cH:38]3)[c:15]2[C:16]([c:17]2[cH:18][cH:19][c:20]([O:23][CH2:24][CH2:25][N:26]3[CH2:27][CH2:28][CH2:29][CH2:30][CH2:31]3)[cH:21][cH:22]2)=[O:32])[cH:41]1.[Cl-:1]>>[CH3:6][O:7][c:8]1[cH:9][cH:10][c:11]2[c:12]([s:13][c:14](-[c:33]3[cH:34][cH:35][c:36]([O:39][CH3:40])[cH:37][cH:38]3)[c:15]2[C:16]([c:17]2[cH:18][cH:19][c:20]([O:23][CH2:24][CH2:25][N:26]3[CH2:27][CH2:28][CH2:29][CH2:30][CH2:31]3)[cH:21][cH:22]2)=[O:32])[cH:41]1.[ClH:3]. Yields the product CC=C(NC(=O)C1CC1(CC)CC)C(=O)O. As a reaction SMILES: [CH2:8]([CH3:9])[C:10]1([CH2:16][CH3:17])[CH:11]([C:13](=[O:14])[NH2:15])[CH2:12]1.[CH3:18][c:19]1[cH:20][cH:21][cH:22][cH:23][cH:24]1.[O:1]=[C:2]([C:3](=[O:4])[OH:5])[CH2:6][CH3:7].[OH2:25]>>[C:2]([C:3](=[O:4])[OH:5])(=[CH:6][CH3:7])[NH:15][C:13]([CH:11]1[C:10]([CH2:8][CH3:9])([CH2:16][CH3:17])[CH2:12]1)=[O:14]. Reactants: CCC1(CC)CC1C(N)=O, Cc1ccccc1, CCC(=O)C(=O)O, O. The reactants are S1C(=CC=C1)CC(=O)NC1[C@@H]2N(C(=C(CS2)Cl)C(=O)OCC2=CC=C(C=C2)[N+](=O)[O-])C1=O (p-nitrobenzyl 7-[2-(2-thienyl)acetamido]-3-chloro-3-cephem-4-carboxylate), CN(C)C=O (DMF), N1CCCC1 (pyrrolidine). Solvent: [Cl-].[Na+].O (brine), C(C)(=O)OCC (ethyl acetate). Conditions: time 1 hour. The product is S1C(=CC=C1)CC(=O)NC1[C@@H]2N(C(=C(CS2)N2CCCC2)C(=O)OCC2=CC=C(C=C2)[N+](=O)[O-])C1=O (p-Nitrobenzyl 7-[2-(2-thienyl)acetamido]-3-pyrrolidino-3-cephem4-carboxylate). As a reaction SMILES: [S:1]1[CH:5]=[CH:4][CH:3]=[C:2]1[CH2:6][C:7]([NH:9][CH:10]1[C:31](=[O:32])[N:12]2[C:13]([C:18]([O:20][CH2:21][C:22]3[CH:27]=[CH:26][C:25]([N+:28]([O-:30])=[O:29])=[CH:24][CH:23]=3)=[O:19])=[C:14](Cl)[CH2:15][S:16][C@H:11]12)=[O:8].CN(C=O)C.[NH:38]1[CH2:42][CH2:41][CH2:40][CH2:39]1>[Cl-].[Na+].O.C(OCC)(=O)C>[S:1]1[CH:5]=[CH:4][CH:3]=[C:2]1[CH2:6][C:7]([NH:9][CH:10]1[C:31](=[O:32])[N:12]2[C:13]([C:18]([O:20][CH2:21][C:22]3[CH:27]=[CH:26][C:25]([N+:28]([O-:30])=[O:29])=[CH:24][CH:23]=3)=[O:19])=[C:14]([N:38]3[CH2:42][CH2:41][CH2:40][CH2:39]3)[CH2:15][S:16][C@H:11]12)=[O:8] |f:3.4.5|. Procedure details: To a solution of 0.988 g. (2 mmole) of p-nitrobenzyl 7-[2-(2-thienyl)acetamido]-3-chloro-3-cephem-4-carboxylate in 10 ml. of dry DMF maintained at ice-bath temperature were added 0.375 ml. (4.4 mmole) of pyrrolidine. The reaction mixture was allowed to stir for about one hour and the mixture was then diluted with brine and ethyl acetate. The ethyl acetate was washed with brine several times and dried over magnesium sulfate. Evaporation of the dried extract gave 845 mg. of product. The reactants are 3, P(Cl)(Cl)(Cl)(Cl)Cl (phosphorus pentachloride), [N+](=O)([O-])C1=CC=C(O1)C=CC1=NC2=CC=CC=C2C(N1)=O (2-[2-(5-nitro-2-furyl)vinyl]-4-(3H)quinazolinone). Run in P(=O)(Cl)(Cl)Cl (phosphorus oxychloride). The product is [N+](=O)([O-])C1=CC=C(O1)C=CC1=NC2=CC=CC=C2C(=N1)Cl (2-[2-(5-nitro-2-furyl)vinyl]-4-chloroquinazoline). Isolated yield 67.0%. As a reaction SMILES: P(Cl)(Cl)(Cl)(Cl)[Cl:2].[N+:7]([C:10]1[O:14][C:13]([CH:15]=[CH:16][C:17]2[NH:26][C:25](=O)[C:24]3[C:19](=[CH:20][CH:21]=[CH:22][CH:23]=3)[N:18]=2)=[CH:12][CH:11]=1)([O-:9])=[O:8]>P(Cl)(Cl)(Cl)=O>[N+:7]([C:10]1[O:14][C:13]([CH:15]=[CH:16][C:17]2[N:26]=[C:25]([Cl:2])[C:24]3[C:19](=[CH:20][CH:21]=[CH:22][CH:23]=3)[N:18]=2)=[CH:12][CH:11]=1)([O-:9])=[O:8]. Procedure details: A 500 ml 3 necked flask fitted with a stirrer, reflux condenser and protected by a calcium chloride trap was charged with 9.0 g of phosphorus pentachloride (0.043 mole) and 70 ml of phosphorus oxychloride and the mixture stirred. To this 11.3 g (0.04 mole) of 2-[2-(5-nitro-2-furyl)vinyl]-4-(3H)quinazolinone was added and rinsed into the flask with 15 ml of phosphorus oxychloride. The mixture was heated under reflux for 4 hours, cooled in an ice bath and diluted with 150 ml of diethyl ether. The ...